The task is: describe an organic reaction: reactants, conditions, products, and yield. This data is from the Open Reaction Database (ORD), a public repository of structured organic reaction records. Starting materials: C1(CCCCC1)C(=O)Cl (Cyclohexanecarbonyl chloride), Cl.NC1=CC=CC=C1 (aniline hydrochloride), C(C)(C)N(C(C)C)CC (N, N-diisopropylethylamine). Solvent: ClCCl (dichloromethane). Run at time 18 hour. The product is C1(=CC=CC=C1)NC(=O)C1CCCCC1 (N-Phenyl cyclohexane carboxamide). The yield is 91.5%. As a reaction SMILES: [CH:1]1([C:7](Cl)=[O:8])[CH2:6][CH2:5][CH2:4][CH2:3][CH2:2]1.Cl.[NH2:11][C:12]1[CH:17]=[CH:16][CH:15]=[CH:14][CH:13]=1.C(N(CC)C(C)C)(C)C>ClCCl>[C:12]1([NH:11][C:7]([CH:1]2[CH2:6][CH2:5][CH2:4][CH2:3][CH2:2]2)=[O:8])[CH:17]=[CH:16][CH:15]=[CH:14][CH:13]=1 |f:1.2|. Reported procedure: Cyclohexanecarbonyl chloride (14.66 g, 0.1 mol) was added dropwise to a stirred solution of aniline hydrochloride (12.96 g 0.1 mol) and N, N-diisopropylethylamine (15.20 g, 0.2 mol) in dichloromethane (100 ml). The solution was stirred under an atmosphere of argon for 18 h, washed with 0.1 N-HC1 (3×50 ml) and dilute sodium hydrogen carbonate solution (50 ml), dried (MgSO4), and evaporated in vacuo to give the product (18.6 g) as white crystals. The reactants are C(C)(=O)OCC (Ethyl acetate), C(C)(=O)[O-].[Na+] (sodium acetate), Cl.C(C)(C)(C)NO (N-tert-Butylhydroxylamine hydrochloride). Solvent: O (water). The product is C(C)(=O)[O-].C(C)(C)(C)[NH2+]O (N-tert-Butylhydroxylammonium Acetate). Yield: 92.1%. As a reaction SMILES: Cl.[C:2]([NH:6][OH:7])([CH3:5])([CH3:4])[CH3:3].[C:8]([O:11]CC)(=[O:10])[CH3:9].C([O-])(=O)C.[Na+]>O>[C:8]([O-:11])(=[O:10])[CH3:9].[C:2]([NH2+:6][OH:7])([CH3:5])([CH3:4])[CH3:3] |f:0.1,3.4,6.7|. Procedure: N-tert-Butylhydroxylamine hydrochloride (19.7 g, 98%, 0.15 mol) was dissolved in water (40 g) at +20° C. Ethyl acetate (118 g) and sodium acetate (19.3 g, 0.24 mol, 1.5 equiv.) were added. A slurry was formed initially but then dissolved. After 2 h the bluish organic phase was separated and concentrated giving an opaque, yellow oil (20.6 g, 88%) that solidified upon standing in the refrigerator. Chromatographic purity (GC): 97.0 area %.